From a dataset of the Open Reaction Database (ORD), a public repository of structured organic reaction records. describe an organic reaction: reactants, conditions, products, and yield The reactants are Cl (hydrochloric acid), C([O-])([O-])=O.[K+].[K+] (potassium carbonate), C(C)(=O)OC1=C(C=C(/C=C/C(=O)OC2CCC(CC2)(C(=O)OCC=C)C)C=C1)OC (allyl trans-4-(4-acetoxy-3-methoxycinnamoyloxy)-1-methyl-1-cyclohexanecarboxylate), resultant solution. Run in CO (methanol). The product is OC1=C(C=C(/C=C/C(=O)OC2CCC(CC2)(C(=O)OCC=C)C)C=C1)OC (allyl trans-4-(4-hydroxy-3-methoxycinnamoyloxy)-1-methyl-1-cyclohexanecarboxylate). The yield is 86.6%. RXN SMILES: C(=O)([O-])[O-].[K+].[K+].C([O:10][C:11]1[CH:34]=[CH:33][C:14](/[CH:15]=[CH:16]/[C:17]([O:19][CH:20]2[CH2:25][CH2:24][C:23]([CH3:32])([C:26]([O:28][CH2:29][CH:30]=[CH2:31])=[O:27])[CH2:22][CH2:21]2)=[O:18])=[CH:13][C:12]=1[O:35][CH3:36])(=O)C.Cl>CO>[OH:10][C:11]1[CH:34]=[CH:33][C:14](/[CH:15]=[CH:16]/[C:17]([O:19][CH:20]2[CH2:25][CH2:24][C:23]([CH3:32])([C:26]([O:28][CH2:29][CH:30]=[CH2:31])=[O:27])[CH2:22][CH2:21]2)=[O:18])=[CH:13][C:12]=1[O:35][CH3:36] |f:0.1.2|. Procedure details: 5 g of potassium carbonate was added to a solution of 1.4 g of allyl trans-4-(4-acetoxy-3-methoxycinnamoyloxy)-1-methyl-1-cyclohexanecarboxylate (Example 12) in 70 ml of methanol. The resultant solution was stirred for 2 hours at room temperature. After reaction, 2N hydrochloric acid was added to the solution, acidifying the solution. The solution was extracted three times with 50 ml of ethyl acetate. The organic layer obtained was washed once with an aqueous sodium hydrogencarbonate solution an... Procedure details: A solution of 7-amino-9a-butyl-6-fluoro4-methyl-1,2,9,9a-tetrahydro-3H-fluoren-3-one (0.138 g, 0.481 mmol) in anhydrous N,N-dimethylformamide (4.8 mL) was cooled in an ice bath, placed under a nitrogen atmosphere, treated with N-bromosuccinimide (0.94 g, 0.53 mmol), and stirred at room temperature for 30 minutes. The reaction mixture was poured into a water solution of 10% K2CO3 and extracted with EtOAc. The organic layer was washed with water and evaporated under vacuum. The crude product was p... Isolated yield 50.5%. Product: NC1=C(C=C2C3=C(C(CCC3(CC2=C1Br)CCCC)=O)C)F (7-amino-8-bromo-9a-butyl-6-fluoro-4-methyl-1,2,9,9a-tetrahydro-3H-fluoren-3-one). RXN SMILES: [NH2:1][C:2]1[CH:14]=[C:13]2[C:5]([C:6]3[C:11]([CH2:15][CH2:16][CH2:17][CH3:18])([CH2:12]2)[CH2:10][CH2:9][C:8](=[O:19])[C:7]=3[CH3:20])=[CH:4][C:3]=1[F:21].[Br:22]N1C(=O)CCC1=O.O.C([O-])([O-])=O.[K+].[K+]>CN(C)C=O>[NH2:1][C:2]1[C:14]([Br:22])=[C:13]2[C:5]([C:6]3[C:11]([CH2:15][CH2:16][CH2:17][CH3:18])([CH2:12]2)[CH2:10][CH2:9][C:8](=[O:19])[C:7]=3[CH3:20])=[CH:4][C:3]=1[F:21] |f:3.4.5|. The reactants are NC1=C(C=C2C3=C(C(CCC3(CC2=C1)CCCC)=O)C)F (7-amino-9a-butyl-6-fluoro4-methyl-1,2,9,9a-tetrahydro-3H-fluoren-3-one), O (water), C(=O)([O-])[O-].[K+].[K+] (K2CO3), BrN1C(CCC1=O)=O (N-bromosuccinimide). The solvent is CN(C=O)C (N,N-dimethylformamide). Reaction conditions: time 30 minute. The reactants are COC(=O)c1cc(OC)c(OCCCl)cc1[N+](=O)[O-], CO, [Cl-], [Fe], [NH4+], O. The product is COC(=O)c1cc(OC)c(OCCCl)cc1N. As a reaction SMILES: [CH3:1][O:2][C:3]([c:4]1[c:5]([N+:16]([O-:17])=[O:18])[cH:6][c:7]([O:12][CH2:13][CH2:14][Cl:15])[c:8]([O:10][CH3:11])[cH:9]1)=[O:19].[CH3:24][OH:25].[Cl-:20].[Fe:23].[NH4+:21].[OH2:22]>>[CH3:1][O:2][C:3]([c:4]1[c:5]([NH2:16])[cH:6][c:7]([O:12][CH2:13][CH2:14][Cl:15])[c:8]([O:10][CH3:11])[cH:9]1)=[O:19]. Starting materials: CCO, CCOC(=O)C=CCN(C=O)C=O, O=C(O)C(F)(F)F. The product is O=C(O)C(F)(F)F, CCOC(=O)C=CCN. Reaction SMILES: [CH2:14]([OH:15])[CH3:16].[CH:1]([N:3]([CH:2]=[O:12])[CH2:4][CH:5]=[CH:6][C:7](=[O:8])[O:9][CH2:10][CH3:11])=[O:13].[F:17][C:18]([C:19](=[O:20])[OH:21])([F:22])[F:23]>>[F:17][C:18]([C:19](=[O:20])[OH:21])([F:22])[F:23].[NH2:3][CH2:4][CH:5]=[CH:6][C:7](=[O:8])[O:9][CH2:10][CH3:11]. Starting materials: Cc1cc(Cl)nc2ccc(CBr)cc12, CSC, CCOC(C)=O, [Na+], [OH-]. Product: Cc1cc(Cl)nc2ccc(CO)cc12. Reaction SMILES: [Br:1][CH2:2][c:3]1[cH:4][c:5]2[c:6]([CH3:14])[cH:7][c:8]([Cl:13])[n:9][c:10]2[cH:11][cH:12]1.[CH3:17][S:18][CH3:19].[CH3:20][CH2:21][O:22][C:23](=[O:24])[CH3:25].[Na+:16].[OH-:15]>>[CH2:2]([c:3]1[cH:4][c:5]2[c:6]([CH3:14])[cH:7][c:8]([Cl:13])[n:9][c:10]2[cH:11][cH:12]1)[OH:15]. The reactants are [Na] (sodium), ClC1=CC(=C(C=C1OC)N1NC(NC1=O)=O)F (2-(4-chloro-2-fluoro-5-methoxyphenyl)urazol). The solvent is CO (methanol). Conditions: time 4 hour. The product is ClC1=CC(=C(C=C1OC)N1C(N2N(C=CC=CC2)C1=O)=O)F (2-(4-chloro-2-fluoro-5-methoxyphenyl)-1H,5H-[1,2,4]triazolo[1,2-a][1.2]diazepine-1,3(2H)-dione). Isolated yield 25.9%. Reaction SMILES: [Na].[Cl:2][C:3]1[C:8]([O:9][CH3:10])=[CH:7][C:6]([N:11]2[C:15](=[O:16])[NH:14][C:13](=O)N2)=[C:5]([F:18])[CH:4]=1>CO>[Cl:2][C:3]1[C:8]([O:9][CH3:10])=[CH:7][C:6]([N:11]2[C:15](=[O:16])[N:11]3[CH:6]=[CH:5][CH:4]=[CH:3][CH2:13][N:14]3[C:15]2=[O:16])=[C:5]([F:18])[CH:4]=1 |^1:0|. Procedure details: To a solution of metallic sodium (0.46 g) in methanol (20 ml), 2-(4-chloro-2-fluoro-5-methoxyphenyl)urazol (2.6 g) was added, and the resultant mixture was concentrated under reduced pressure. The residue was dissolved in dimethylformamide (20 ml), 1,5-dibromopentane (2.3 g) was added thereto, and the resulting mixture was stirred at 100° to 120° C. for 4 hours. After being allowed to cool, water was added to the mixture, which was then extracted with ethyl acetate. The extract was washed with a... Starting materials: O=C1N(C(C2=CC=CC=C12)=O)CC=1C(=CC2=C(OC\C=C/CO2)C1)C#N ((Z)-9-((1,3-dioxoisoindolin-2-yl)methyl)-2,5-dihydrobenzo[b][1,4]dioxocine-8-carbonitrile), NN (hydrazine), Cl (HCl). The solvent is C1CCOC1 (THF). Reaction conditions: time 5 hour. The product is NCC=1C(=CC2=C(OC\C=C/CO2)C1)C#N ((Z)-9-(aminomethyl)-2,5-dihydrobenzo[b][1,4]dioxocine-8-carbonitrile). RXN SMILES: O=C1C2C(=CC=CC=2)C(=O)[N:3]1[CH2:12][C:13]1[C:14]([C:25]#[N:26])=[CH:15][C:16]2[O:23][CH2:22][CH:21]=[CH:20][CH2:19][O:18][C:17]=2[CH:24]=1.NN.Cl>C1COCC1>[NH2:3][CH2:12][C:13]1[C:14]([C:25]#[N:26])=[CH:15][C:16]2[O:23][CH2:22][CH:21]=[CH:20][CH2:19][O:18][C:17]=2[CH:24]=1. Procedure: The residue prepared in STEP A above (0.34 g, 0.98 mmol) and hydrazine (0.31 ml, 9.8 mmol) were dissolved in THF (34 ml) and stirred at room temperature for 5 h. 1N HCl (22 mL) was added and the resulting mixture stirred overnight. The resulting mixture was then concentrated in vacuo and the residue was triturated with water. The water triturations were combined and concentrated in vacuo. The resulting solid was partition between ethyl acetate (50 ml) and saturated sodium bicarbonate (10 mL). Th... Procedure details: Lithium aluminium hydride (397.6 mg, 10.49 mmol, 2 eq) is added portionwise at 0° C. to a solution of 4-(4,4-difluorocyclohexyl)pyrrolidin-2-one a1-26 (assumed quantitative from previous step, 5.24 mmol, 1 eq) in dry THF (10 ml). The reaction mixture is allowed to warm to room temperature and stirred overnight, then quenched by water at 0° C. and filtered on celite. The solvent is evaporated under reduced pressure to afford 3-(4,4-difluorocyclohexyl)pyrrolidine a1-34. Reaction conditions: time 8 hour. Reactants: [H-].[Al+3].[Li+].[H-].[H-].[H-] (Lithium aluminium hydride), FC1(CCC(CC1)C1CC(NC1)=O)F (4-(4,4-difluorocyclohexyl)pyrrolidin-2-one). The solvent is C1CCOC1 (THF). RXN SMILES: [H-].[Al+3].[Li+].[H-].[H-].[H-].[F:7][C:8]1([F:20])[CH2:13][CH2:12][CH:11]([CH:14]2[CH2:18][NH:17][C:16](=O)[CH2:15]2)[CH2:10][CH2:9]1>C1COCC1>[F:20][C:8]1([F:7])[CH2:9][CH2:10][CH:11]([CH:14]2[CH2:15][CH2:16][NH:17][CH2:18]2)[CH2:12][CH2:13]1 |f:0.1.2.3.4.5|. Product: FC1(CCC(CC1)C1CNCC1)F (3-(4,4-difluorocyclohexyl)pyrrolidine). Reactants: mono-hydroxy, C(C)S (ethyl mercaptan), COC1=CC=C(C(=O)C=2CC3=CC(=CC=C3C2C2=CC=CC=C2)OC)C=C1 (2-(4-Methoxybenzoyl)-3-phenyl-6-methoxyindene), [H-].[Na+] (sodium hydride), [H-].[Na+] (sodium hydride), Cl (hydrochloric acid). The solvent is CN(C)C=O (DMF). Reaction conditions: temperature 60 celsius. Product: OC1=CC=C(C(=O)C=2CCC3=CC(=CC=C3C2C2=CC=CC=C2)O)C=C1 (3-(4-Hydroxybenzoyl)-4-phenyl-7-hydroxy-1,2-dihydronaphthalene). As a reaction SMILES: [CH2:1](S)C.[H-].[Na+].C[O:7][C:8]1[CH:32]=[CH:31][C:11]([C:12]([C:14]2[CH2:15][C:16]3[C:21]([C:22]=2[C:23]2[CH:28]=[CH:27][CH:26]=[CH:25][CH:24]=2)=[CH:20][CH:19]=[C:18]([O:29]C)[CH:17]=3)=[O:13])=[CH:10][CH:9]=1.Cl>CN(C=O)C>[OH:7][C:8]1[CH:9]=[CH:10][C:11]([C:12]([C:14]2[CH2:15][CH2:1][C:16]3[C:21]([C:22]=2[C:23]2[CH:28]=[CH:27][CH:26]=[CH:25][CH:24]=2)=[CH:20][CH:19]=[C:18]([OH:29])[CH:17]=3)=[O:13])=[CH:31][CH:32]=1 |f:1.2|. Reported procedure: To 300 ml. of DMF were added under nitrogen and with ice bath cooling, 9.3 gms. of ethyl mercaptan. To the mixture then were added 7.2 gms. of a 50 percent sodium hydride-oil mixture. The mixture represents 0.15 mole of sodium hydride. To the resulting mixture then were added 11.1 gms. (0.03 mole) of the product from Example 1. The mixture was heated at 60° C. for 1 hour. Analysis of the reaction mixture by TLC indicated the presence of starting material plus another component, probably the mono...